describe an organic reaction: reactants, conditions, products, and yield From a dataset of the Open Reaction Database (ORD), a public repository of structured organic reaction records. Starting materials: Br, CCc1nc2c(N)nc3cc(OCc4ccccc4)ccc3c2s1, CC(=O)O, [Na+], [OH-]. The product is CCc1nc2c(N)nc3cc(O)ccc3c2s1. Reaction SMILES: [BrH:25].[CH2:1]([c:2]1[cH:3][cH:4][cH:5][cH:6][cH:7]1)[O:8][c:9]1[cH:10][cH:11][c:12]2[c:13]3[c:14]([c:15]([NH2:19])[n:16][c:17]2[cH:18]1)[n:20][c:21]([CH2:23][CH3:24])[s:22]3.[CH3:28][C:29](=[O:30])[OH:31].[Na+:27].[OH-:26]>>[OH:8][c:9]1[cH:10][cH:11][c:12]2[c:13]3[c:14]([c:15]([NH2:19])[n:16][c:17]2[cH:18]1)[n:20][c:21]([CH2:23][CH3:24])[s:22]3. Reactants: [BH4-], CO, CNC(=O)CCCc1ccc(Cl)cc1, I, [Na+], C1CCOC1. Product: CNCCCCc1ccc(Cl)cc1. Reaction SMILES: [BH4-:15].[CH3:18][OH:19].[Cl:1][c:2]1[cH:3][cH:4][c:5]([CH2:8][CH2:9][CH2:10][C:11](=[O:12])[NH:13][CH3:14])[cH:6][cH:7]1.[I:17].[Na+:16].[O:20]1[CH2:21][CH2:22][CH2:23][CH2:24]1>>[Cl:1][c:2]1[cH:3][cH:4][c:5]([CH2:8][CH2:9][CH2:10][CH2:11][NH:13][CH3:14])[cH:6][cH:7]1. The reactants are NC1=NC(=NC(=C1[N+](=O)[O-])O)OCCCC (4-amino-2-butoxy-5-nitro-6-hydroxypyrimidine), nitrate salt, N1=C(C=C(C=C1C)C)C (2,4,6-collidine), S(=O)(=O)(C1=CC=C(C)C=C1)Cl (TsCl), O.C(C)#N (Water Acetonitrile), N1=C(C=C(C=C1C)C)C (2,4,6-Collidine). The solvent is C(C)#N (acetonitrile), CCCCCC (hexane), C(Cl)Cl (CH2Cl2), O (H2O). Run at temperature 60 celsius, time 4 hour. The product is NC1=NC(=NC(=C1[N+](=O)[O-])OS(=O)(=O)C1=CC=C(C=C1)C)OCCCC (4-Amino-2-butoxy-5-nitro-6-(para-toluenesulfonyloxy)pyrimidine). Isolated yield 52.0%. Reaction SMILES: [NH2:1][C:2]1[C:7]([N+:8]([O-:10])=[O:9])=[C:6]([OH:11])[N:5]=[C:4]([O:12][CH2:13][CH2:14][CH2:15][CH3:16])[N:3]=1.N1C(C)=CC(C)=CC=1C.[S:26](Cl)([C:29]1[CH:35]=[CH:34][C:32]([CH3:33])=[CH:31][CH:30]=1)(=[O:28])=[O:27].O.C(#N)C>C(#N)C.CCCCCC.C(Cl)Cl.O>[NH2:1][C:2]1[C:7]([N+:8]([O-:10])=[O:9])=[C:6]([O:11][S:26]([C:29]2[CH:35]=[CH:34][C:32]([CH3:33])=[CH:31][CH:30]=2)(=[O:28])=[O:27])[N:5]=[C:4]([O:12][CH2:13][CH2:14][CH2:15][CH3:16])[N:3]=1 |f:3.4|. Procedure: A solution of 4-amino-2-butoxy-5-nitro-6-hydroxypyrimidine BL (nitrate salt form, 8.00 g, 27.5 mmol, 1.00 equiv, see note below) in acetonitrile (80.0 ml) was treated with 2,4,6-collidine (distilled under vacuum from NaH, 10.90 ml, 82.4 mmol, 3.00 equiv), followed by TsCl (26.21 g, 0.138 mol, 5.00 equiv). The reaction was stirred for 4 h at 60° C. By this point, 95% conversion to the product was observed using LC-MS as the analytical method (Water/Acetonitrile (with trace AcOH) 95:5-2:98 on a C-... Starting materials: C1(=CC=CC=C1)SCN1C(C2N(S1(=O)=O)CCC2)=O (2-phenylthiomethyl-tetrahydropyrrolo[1,2-b]1,2,5-thiadiazol-3(2H)-one 1,1-dioxide), S(=O)(=O)(Cl)Cl (sulfuryl chloride). Solvent: C(Cl)Cl (methylene chloride). Conditions: time 2 hour. Yields the product ClCN1C(C2N(S1(=O)=O)CCC2)=O (2-chloromethyltetrahydropyrrolo[1,2-b]-1,2,5-thiadiazol-3(2H)-one 1,1-dioxide). Isolated yield 92.0%. Reaction SMILES: C1(S[CH2:8][N:9]2[S:13](=[O:15])(=[O:14])[N:12]3[CH2:16][CH2:17][CH2:18][CH:11]3[C:10]2=[O:19])C=CC=CC=1.S(Cl)([Cl:23])(=O)=O>C(Cl)Cl>[Cl:23][CH2:8][N:9]1[S:13](=[O:15])(=[O:14])[N:12]2[CH2:16][CH2:17][CH2:18][CH:11]2[C:10]1=[O:19]. Procedure details: To a solution of 2-phenylthiomethyl-tetrahydropyrrolo[1,2-b]1,2,5-thiadiazol-3(2H)-one 1,1-dioxide (5 g) in 130 ml of methylene chloride was added sulfuryl chloride (2.02 ml) and the mixture was stirred for 2 hours at room temperature. The mixture was concentrated in vacuo, the residue triturated in hexane (2x, 150 ml, 75 ml) with stirring, the solvent decanted, and the resulting solid filtered and dried to afford 2.96 g (92%) of 2-chloromethyltetrahydropyrrolo[1,2-b]-1,2,5-thiadiazol-3(2H)-one ...